From a dataset of the Open Reaction Database (ORD), a public repository of structured organic reaction records. describe an organic reaction: reactants, conditions, products, and yield Reactants: FC1=CC=C(C=C1)CN1C(=CC2=C(C=CC=C12)O)C (1-[(4-fluorophenyl)methyl]-4-hydroxy-2-methyl-1H-indole), [H-].[Na+] (NaH), BrCC(=O)OC (methyl bromoacetate). Yields the product COC(COC1=C2C=C(N(C2=CC=C1)CC1=CC=C(C=C1)F)C)=O ([[1-[(4-fluorophenyl)methyl]-2-methyl-1H-indol-4-yl]oxy]acetic acid methyl ester). Isolated yield 80.9%. As a reaction SMILES: [F:1][C:2]1[CH:7]=[CH:6][C:5]([CH2:8][N:9]2[C:17]3[C:12](=[C:13]([OH:18])[CH:14]=[CH:15][CH:16]=3)[CH:11]=[C:10]2[CH3:19])=[CH:4][CH:3]=1.[H-].[Na+].Br[CH2:23][C:24]([O:26][CH3:27])=[O:25]>>[CH3:27][O:26][C:24](=[O:25])[CH2:23][O:18][C:13]1[CH:14]=[CH:15][CH:16]=[C:17]2[C:12]=1[CH:11]=[C:10]([CH3:19])[N:9]2[CH2:8][C:5]1[CH:4]=[CH:3][C:2]([F:1])=[CH:7][CH:6]=1 |f:1.2|. Procedure details: Using the procedure described in Example 1, Part E, 1-[(4-fluorophenyl)methyl]-4-hydroxy-2-methyl-1H-indole (881 mg, 3.45 mmol) was treated with 138 mg (3.45 mmol) of 60% NaH/mineral oil and then 0.33 mL (3.45 mmol) of methyl bromoacetate. The product was purified by chromatography over silica gel eluting with 20% EtOAc/hexane, to give 914 mg (81% yield) of [[1-[(4-fluorophenyl)methyl]-2-methyl-1H-indol-4-yl]oxy]acetic acid methyl ester, mp, 92°-98° C. The reactants are Compound II, N1=CC=C(C=C1)CNC(NOCC(=O)O)=O (2-(3-(pyridin-4-ylmethyl)ureidooxy)acetic acid), N[C@H](C(=O)N([C@H](C(OCC)OCC)C)CC=1C2=C(SC1)C=CC=C2)C ((S)-2-amino-N-(benzo[b]thiophen-3-ylmethyl)-N—((S)-1,1-diethoxypropan-2-yl)-propanamide). Product: S1C2=C(C(=C1)CN(C([C@H](C)NC(CONC(=O)NCC1=CC=NC=C1)=O)=O)[C@H](C(OCC)OCC)C)C=CC=C2 (1-(2-((S)-1-((benzo[b]thiophen-3-ylmethyl)((S)-1,1-diethoxypropan-2-yl)amino)-1-oxopropan-2-ylamino)-2-oxoethoxy)-3-(pyridin-4-ylmethyl)urea). As a reaction SMILES: [N:1]1[CH:6]=[CH:5][C:4]([CH2:7][NH:8][C:9](=[O:16])[NH:10][O:11][CH2:12][C:13]([OH:15])=O)=[CH:3][CH:2]=1.[NH2:17][C@@H:18]([CH3:41])[C:19]([N:21]([CH2:31][C:32]1[C:33]2[CH:40]=[CH:39][CH:38]=[CH:37][C:34]=2[S:35][CH:36]=1)[C@@H:22]([CH3:30])[CH:23]([O:27][CH2:28][CH3:29])[O:24][CH2:25][CH3:26])=[O:20]>>[S:35]1[CH:36]=[C:32]([CH2:31][N:21]([C@@H:22]([CH3:30])[CH:23]([O:27][CH2:28][CH3:29])[O:24][CH2:25][CH3:26])[C:19](=[O:20])[C@@H:18]([NH:17][C:13](=[O:15])[CH2:12][O:11][NH:10][C:9]([NH:8][CH2:7][C:4]2[CH:3]=[CH:2][N:1]=[CH:6][CH:5]=2)=[O:16])[CH3:41])[C:33]2[CH:40]=[CH:39][CH:38]=[CH:37][C:34]1=2. Procedure details: According to the procedure described in the synthesis method of Compound II-15, 2-(3-(pyridin-4-ylmethyl)ureidooxy)acetic acid (Compound VI-10) 93 mg (0.41 mmol) was coupled with (S)-2-amino-N-(benzo[b]thiophen-3-ylmethyl)-N—((S)-1,1-diethoxypropan-2-yl)-propanamide (Compound IV-12) 100 mg (0.27 mmol) to obtain the title compound. Reactants: [O-][Sn](=O)[O-].[Cd+2] (cadmium stannate), [Cr] (chromium), [O-2].[Cr+3].[O-2].[O-2].[Cr+3] (chromium oxide). The product is [Cr].[O-2].[Cr+3].[O-2].[O-2].[Cr+3] (chromium chromium oxide), [O-][Sn](=O)[O-].[Cd+2] (cadmium stannate). Reaction SMILES: [O-:1][Sn:2]([O-:4])=[O:3].[Cd+2:5].[Cr:6].[O-2:7].[Cr+3].[O-2].[O-2].[Cr+3]>>[Cr:6].[O-2:1].[Cr+3:6].[O-2:7].[O-2:1].[Cr+3:6].[O-:3][Sn:2]([O-:4])=[O:1].[Cd+2:5] |f:0.1,3.4.5.6.7,8.9.10.11.12.13,14.15|. Reported procedure: In a wet chemical step, the cadmium stannate layer is treated with a solution containing chromium and/or chromium oxide, e.g. an aqueous solution of concentration from 1 to 10000 ppm chromium. Heat treatment at between about 100° C. and about 750° C. can be subsequently applied. In this way, either the cadmium stannate layer is impregnated with chromium/chromium oxide or a surface coating of chromium/chromium oxide is produced on the cadmium stannate layer. Yield: 4.0%. Reaction SMILES: Cl[C:2]1[N:7]=[C:6]([NH:8][C:9]2[CH:18]=[CH:17][CH:16]=[CH:15][C:10]=2[C:11]([NH:13][CH3:14])=[O:12])[C:5]([Cl:19])=[CH:4][N:3]=1.[NH2:20][C:21]1[C:26]2[CH2:27][CH2:28][O:29][C:30](=[O:33])[N:31]([CH3:32])[C:25]=2[CH:24]=[CH:23][C:22]=1[O:34][CH3:35]>>[Cl:19][C:5]1[C:6]([NH:8][C:9]2[CH:18]=[CH:17][CH:16]=[CH:15][C:10]=2[C:11]([NH:13][CH3:14])=[O:12])=[N:7][C:2]([NH:20][C:21]2[C:26]3[CH2:27][CH2:28][O:29][C:30](=[O:33])[N:31]([CH3:32])[C:25]=3[CH:24]=[CH:23][C:22]=2[O:34][CH3:35])=[N:3][CH:4]=1. Reported procedure: In an analogous manner to Example 1513, the product was prepared from 2-(2,5-Dichloro-pyrimidin-4-ylamino)-N-methyl-benzamide and 1-Amino-2-methoxy-5-methyl-8,9-dihydro-5H-7-oxa-5-aza-benzocyclohepten-6-one. Product was isolated as a light yellow solid (4.0 mg, 4%). mp: 160° C. followed by solidification and melt at 250 and discoloration, MS (ESI+): 483 (M+H), 1H-NMR (CDCl3, 400 MHz) δ 11.21 (s, 1H), 8.35 (br s, 1H), 8.06 (s, 1H), 7.44 (d, J=8 Hz, 1H), 7.20 (br s, 1H), 7.12 (d, J=8 Hz, 1H), 7.01... Product: ClC=1C(=NC(=NC1)NC1=C(C=CC2=C1CCOC(N2C)=O)OC)NC2=C(C(=O)NC)C=CC=C2 (2-[5-Chloro-2-(2-methoxy-5-methyl-6-oxo-5,6,8,9-tetrahydro-7-oxa-5-aza-benzocyclohepten-1-ylamino)-pyrimidin-4-ylamino]-N-methyl-benzamide). The reactants are ClC1=NC=C(C(=N1)NC1=C(C(=O)NC)C=CC=C1)Cl (2-(2,5-Dichloro-pyrimidin-4-ylamino)-N-methyl-benzamide), NC1=C(C=CC2=C1CCOC(N2C)=O)OC (1-Amino-2-methoxy-5-methyl-8,9-dihydro-5H-7-oxa-5-aza-benzocyclohepten-6-one). Product: COC1OC(CC1)OC (2,5-dimethoxytetrahydrofuran). Procedure: After 1 F/mol of furan, the GC-percentage by area of furan had been reduced from 22.7 to 16.9%, and the GC-percentage by area of 2,5-dimethoxydihydrofuran remained at 30%. At the same time, 3.3% of 2,5-dimethoxytetrahydrofuran were formed. Yield: 3.3%. RXN SMILES: O1C=CC=C1.[CH3:6][O:7][CH:8]1[CH2:12][CH:11]=[C:10]([O:13][CH3:14])[O:9]1>>[CH3:6][O:7][CH:8]1[CH2:12][CH2:11][CH:10]([O:13][CH3:14])[O:9]1. Starting materials: O1C=CC=C1 (furan), O1C=CC=C1 (furan), COC1OC(=CC1)OC (2,5-dimethoxydihydrofuran). Starting materials: OC[C@H](CC1=CC=C(C=C1)NC(=O)C=1N(C=CC1)C)N(C(OC(C)(C)C)=O)C[C@@H](COC1=CC=CC=C1)O (tert-Butyl N-[(1S)-2-hydroxy-1-[4-[[(1-methyl-1H-pyrrol-2-yl)carbonyl]amino]benzyl]ethyl]-N-[(2S)-2-hydroxy-3-phenoxypropyl]carbamate), Cl (hydrogen chloride). Solvent: C(C)O (ethanol). Run at time 2 hour. Product: Cl.OC[C@H](CC1=CC=C(C=C1)NC(=O)C=1N(C=CC1)C)NC[C@@H](COC1=CC=CC=C1)O (N-[4-[(2S)-3-hydroxy-2-[[(2S)-2-hydroxy-3-phenoxypropyl]amino]propyl]phenyl]-1-methyl-1H-pyrrole-2-carboxamide hydrochloride). As a reaction SMILES: [OH:1][CH2:2][C@@H:3]([N:20]([CH2:28][C@H:29]([OH:38])[CH2:30][O:31][C:32]1[CH:37]=[CH:36][CH:35]=[CH:34][CH:33]=1)C(=O)OC(C)(C)C)[CH2:4][C:5]1[CH:10]=[CH:9][C:8]([NH:11][C:12]([C:14]2[N:15]([CH3:19])[CH:16]=[CH:17][CH:18]=2)=[O:13])=[CH:7][CH:6]=1.[ClH:39]>C(O)C>[ClH:39].[OH:1][CH2:2][C@@H:3]([NH:20][CH2:28][C@H:29]([OH:38])[CH2:30][O:31][C:32]1[CH:33]=[CH:34][CH:35]=[CH:36][CH:37]=1)[CH2:4][C:5]1[CH:10]=[CH:9][C:8]([NH:11][C:12]([C:14]2[N:15]([CH3:19])[CH:16]=[CH:17][CH:18]=2)=[O:13])=[CH:7][CH:6]=1 |f:3.4|. Procedure details: tert-Butyl N-[(1S)-2-hydroxy-1-[4-[[(1-methyl-1H-pyrrol-2-yl)carbonyl]amino]benzyl]ethyl]-N-[(2S)-2-hydroxy-3-phenoxypropyl]carbamate (158 mg) was dissolved in 4N hydrogen chloride in ethanol (2.0 ml) and the solution was stirred at room temperature for 2 hours. The solvent was removed by evaporation and the residual solid was dried under reduced pressure to give N-[4-[(2S)-3-hydroxy-2-[[(2S)-2-hydroxy-3-phenoxypropyl]amino]propyl]phenyl]-1-methyl-1H-pyrrole-2-carboxamide hydrochloride (125 mg) ...